Dataset: the Open Reaction Database (ORD), a public repository of structured organic reaction records. Task: describe an organic reaction: reactants, conditions, products, and yield Reactants: O=C(Oc1c(O)c2ccc(O)cc2oc1=O)c1ccccc1, C[O-], CO, [Na+]. Product: O=c1oc2cc(O)ccc2c(O)c1O. As a reaction SMILES: [C:1](=[O:2])([c:3]1[cH:4][cH:5][cH:6][cH:7][cH:8]1)[O:9][c:10]1[c:11](=[O:22])[o:12][c:13]2[c:14]([c:15]1[OH:16])[cH:17][cH:18][c:19]([OH:21])[cH:20]2.[CH3:23][O-:24].[CH3:26][OH:27].[Na+:25]>>[OH:9][c:10]1[c:11](=[O:22])[o:12][c:13]2[c:14]([c:15]1[OH:16])[cH:17][cH:18][c:19]([OH:21])[cH:20]2. Starting materials: C(#N)C1CN(CC(C1=O)C)C(=O)OC (Methyl 3-cyano-4-oxo-5-methylpiperidine-1-carboxylate), C1(=CC=C(C=C1)S(=O)(=O)O)C (4-toluenesulfonic acid), C(CO)O (1,2-ethanediol), ClC(C)(Cl)Cl (1,1,1-trichlorethane). The solvent is O (water), O (water). Conditions: time 8 hour. The product is C1COC(OC)(N2CC(C(C(C2)C)=O)C#N)O1 (Methyl 3-cyano-4-oxo-5-methylpiperidine-1-carboxylate ethylene ketal). The yield is 80.0%. Reaction SMILES: [C:1]([CH:3]1[C:8](=[O:9])[CH:7]([CH3:10])[CH2:6][N:5]([C:11]([O:13][CH3:14])=O)[CH2:4]1)#[N:2].C1(C)C=CC(S(O)(=O)=O)=CC=1.[CH2:26]([OH:29])[CH2:27][OH:28].ClC(Cl)(Cl)C>O>[CH2:26]1[O:29][C:11]([N:5]2[CH2:6][CH:7]([CH3:10])[C:8](=[O:9])[CH:3]([C:1]#[N:2])[CH2:4]2)([O:13][CH3:14])[O:28][CH2:27]1. Reported procedure: A mixture of crude 11 (200 g, 1.02 mol), 4-toluenesulfonic acid (35 g), 1,2-ethanediol (900 ml), and 1,1,1-trichlorethane (1 liter) was refluxed with a water separator overnight. The mixture was cooled, water (1 liter) was added and the phases separated. The aqueous phase was extracted 3 times with dichloromethane, and the combined organic phases were washed once with dilute sodium hydroxide solution and once with saturated sodium chloride solution. Drying over magnesium sulphate and evaporation... Reactants: S1C(=CC=C1)C(=O)N1CC1 (1-(2-thienylcarbonyl)aziridine), N1CCC(CC1)N1C(NC2=C1C=CC=C2)=O (1,3-dihydro-1-(4-piperidinyl)-2H-benzimidazol-2-one), C1=CC=CC=C1 (benzene), CO (methanol). Run in ClC(Cl)Cl (trichloromethane). Product: O=C1NC2=C(N1C1CCN(CC1)CCNC(=O)C=1SC=CC1)C=CC=C2 (N-{2-[4-(2,3-dihydro-2-oxo-1H-benzimidazol-1-yl)-1-piperidinyl] ethyl}-2-thiophenecarboxamide). Reaction SMILES: [S:1]1[CH:5]=[CH:4][CH:3]=[C:2]1[C:6]([N:8]1[CH2:10][CH2:9]1)=[O:7].[NH:11]1[CH2:16][CH2:15][CH:14]([N:17]2[C:21]3[CH:22]=[CH:23][CH:24]=[CH:25][C:20]=3[NH:19][C:18]2=[O:26])[CH2:13][CH2:12]1.C1C=CC=CC=1.CO>ClC(Cl)Cl>[O:26]=[C:18]1[N:17]([CH:14]2[CH2:13][CH2:12][N:11]([CH2:9][CH2:10][NH:8][C:6]([C:2]3[S:1][CH:5]=[CH:4][CH:3]=3)=[O:7])[CH2:16][CH2:15]2)[C:21]2[CH:22]=[CH:23][CH:24]=[CH:25][C:20]=2[NH:19]1. Procedure: A mixture of 7.7 parts of 1-(2-thienylcarbonyl)aziridine, 10.8 parts of 1,3-dihydro-1-(4-piperidinyl)-2H-benzimidazol-2-one, 54 parts of benzene and 8 parts of methanol is stirred and refluxed for 1.50 hours. The reaction mixture is cooled and trichloromethane is added. The undissolved product is filtered off and stirred in 2,2'-oxybispropane. It is filtered off again and crystallized twice: first from a mixture of methanol and N,N-dimethylformamide and then from a mixture of trichloromethane an... The reactants are O=Cc1ncccc1Br, O=C([O-])[O-], COCCOC, OB(O)c1cc(F)cc(F)c1, [Na+], [Na+], c1ccc(P(c2ccccc2)(c2ccccc2)[Pd](P(c2ccccc2)(c2ccccc2)c2ccccc2)(P(c2ccccc2)(c2ccccc2)c2ccccc2)P(c2ccccc2)(c2ccccc2)c2ccccc2)cc1. The product is O=Cc1ncccc1-c1cc(F)cc(F)c1. As a reaction SMILES: [Br:1][c:2]1[c:3]([CH:8]=[O:9])[n:4][cH:5][cH:6][cH:7]1.[C:10](=[O:11])([O-:12])[O-:13].[CH3:27][O:28][CH2:29][CH2:30][O:31][CH3:32].[F:16][c:17]1[cH:18][c:19]([B:24]([OH:25])[OH:26])[cH:20][c:21]([F:23])[cH:22]1.[Na+:14].[Na+:15].[cH:33]1[cH:34][cH:35][c:36]([P:37]([Pd:38]([P:39]([c:40]2[cH:41][cH:42][cH:43][cH:44][cH:45]2)([c:46]2[cH:47][cH:48][cH:49][cH:50][cH:51]2)[c:52]2[cH:53][cH:54][cH:55][cH:56][cH:57]2)([P:58]([c:59]2[cH:60][cH:61][cH:62][cH:63][cH:64]2)([c:65]2[cH:66][cH:67][cH:68][cH:69][cH:70]2)[c:71]2[cH:72][cH:73][cH:74][cH:75][cH:76]2)[P:77]([c:78]2[cH:79][cH:80][cH:81][cH:82][cH:83]2)([c:84]2[cH:85][cH:86][cH:87][cH:88][cH:89]2)[c:90]2[cH:91][cH:92][cH:93][cH:94][cH:95]2)([c:96]2[cH:97][cH:98][cH:99][cH:100][cH:101]2)[c:102]2[cH:103][cH:104][cH:105][cH:106][cH:107]2)[cH:108][cH:109]1>>[c:2]1(-[c:19]2[cH:18][c:17]([F:16])[cH:22][c:21]([F:23])[cH:20]2)[c:3]([CH:8]=[O:9])[n:4][cH:5][cH:6][cH:7]1. Starting materials: COC1=CC=C(C=C1)C(C1=CC(=CC=C1)[N+](=O)[O-])NCC(O)C1=CC=CC=C1 (2-{[(4-methoxyphenyl)-(3-nitrophenyl)methyl]amino}-1-phenylethanol), [BH4-].[Na+] (sodium borohydride). The reagents and catalysts are O.O.O.O.O.O.[Ni](Cl)Cl (nickel chloride hexahydrate). Solvent: CO (methanol). Product: NC=1C=C(C=CC1)C(C1=CC=C(C=C1)OC)NCC(O)C1=CC=CC=C1 (2-{[(3-Aminophenyl)-(4-methoxyphenyl)methyl]amino}-1-phenylethanol). Yield: 73.3%. RXN SMILES: [CH3:1][O:2][C:3]1[CH:8]=[CH:7][C:6]([CH:9]([NH:19][CH2:20][CH:21]([C:23]2[CH:28]=[CH:27][CH:26]=[CH:25][CH:24]=2)[OH:22])[C:10]2[CH:15]=[CH:14][CH:13]=[C:12]([N+:16]([O-])=O)[CH:11]=2)=[CH:5][CH:4]=1.[BH4-].[Na+]>CO.O.O.O.O.O.O.[Ni](Cl)Cl>[NH2:16][C:12]1[CH:11]=[C:10]([CH:9]([NH:19][CH2:20][CH:21]([C:23]2[CH:28]=[CH:27][CH:26]=[CH:25][CH:24]=2)[OH:22])[C:6]2[CH:7]=[CH:8][C:3]([O:2][CH3:1])=[CH:4][CH:5]=2)[CH:15]=[CH:14][CH:13]=1 |f:1.2,4.5.6.7.8.9.10|. Procedure: In a similar manner to that described in Example (1b), a solution of 2-{[(4-methoxyphenyl)-(3-nitrophenyl)methyl]amino}-1-phenylethanol (3.26 g) [prepared as described in step (b) above] in methanol (60 m), nickel chloride hexahydrate (4.09 g) and sodium borohydride (1.3 g) were reacted, to afford the title compound (2.2 g) as a yellow oil. Reactants: solution, [Li]CCCC (nBuLi), FC1=CC=C(C=C1)N(C1=CN=CS1)C (N-(4-fluorophenyl)-N-methylthiazol-5-amine), ClC1=NC=C(C=N1)F (2-chloro-5-fluoropyrimidine), CC(=O)O (AcOH), ClC=1C(C(=C(C(C1Cl)=O)C#N)C#N)=O (2,3-dichloro-5,6-dicyano-1,4-benzoquinone). The solvent is CCCCCC (hexane), C1CCOC1 (THF), O (water), C1CCOC1 (THF). Run at temperature -78 celsius, time 1 hour. Product: ClC1=NC=C(C(=N1)C=1SC(=CN1)N(C)C1=CC=C(C=C1)F)F (2-(2-Chloro-5-fluoropyrimidin-4-yl)-N-(4-fluorophenyl)-N-methylthiazol-5-amine). Reaction SMILES: [Li]CCCC.[F:6][C:7]1[CH:12]=[CH:11][C:10]([N:13]([CH3:19])[C:14]2[S:18][CH:17]=[N:16][CH:15]=2)=[CH:9][CH:8]=1.[Cl:20][C:21]1[N:26]=[CH:25][C:24]([F:27])=[CH:23][N:22]=1.CC(O)=O.ClC1C(=O)C(C#N)=C(C#N)C(=O)C=1Cl>CCCCCC.C1COCC1.O>[Cl:20][C:21]1[N:26]=[C:25]([C:17]2[S:18][C:14]([N:13]([C:10]3[CH:9]=[CH:8][C:7]([F:6])=[CH:12][CH:11]=3)[CH3:19])=[CH:15][N:16]=2)[C:24]([F:27])=[CH:23][N:22]=1. Reported procedure: 2.1 mL (5.3 mmol) of a 2.5 M solution of nBuLi in hexane was added to a stirred solution of 1.0 g (4.8 mmol) of N-(4-fluorophenyl)-N-methylthiazol-5-amine in 30 mL of THF at −78° C. The solution was stirred for 30 min at −78° C. before 0.61 mL (5.3 mmol) of 2-chloro-5-fluoropyrimidine was added. The reaction solution was stirred for 1 h at −78° C., then quenched by addition of 0.83 mL (14 mmol) of AcOH. A solution of 2,3-dichloro-5,6-dicyano-1,4-benzoquinone (1.1 g, 4.8 mmol) in 5 mL of THF was ... The reactants are OC1C=CC(O1)=O (5-hydroxy-2(5H)-furanone), C1(O)=CC=C(O)C=C1 (hydroquinone), C1=CC=CC1 (cyclopentadiene). Solvent: C(Cl)(Cl)Cl (chloroform). Reaction conditions: temperature 20 celsius. Yields the product OC1OC(C2=C3CCC(C12)C3)=O (3-hydroxy-tetrahydro-4,7-methano-isobenzofuran-1-one). Isolated yield 61756.5%. RXN SMILES: [OH:1][CH:2]1[O:6][C:5](=[O:7])[CH:4]=[CH:3]1.[C:8]1([CH:15]=[CH:14][C:12](O)=[CH:11]C=1)O.C1CC=CC=1>C(Cl)(Cl)Cl>[OH:7][CH:5]1[CH:4]2[C:3](=[C:11]3[CH2:12][CH:14]2[CH2:15][CH2:8]3)[C:2](=[O:1])[O:6]1. Reported procedure: A mixture of 30 g of 5-hydroxy-2(5H)-furanone, 150 ml of chloroform, 50 mg of hydroquinone and 35 ml of freshly distilled cyclopentadiene was stirred at 20° C. under an inert atmosphere and stirred for 17 hours at 20°-45° C. The mixture was evaporated to dryness under reduced pressure and the residue was crystallized from an isopropyl ether-petroleum ether mixture to obtain 46.6 g of 3-hydroxy-tetrahydro-4,7-methano-isobenzofuran-1-one melting at ≃103° C. The reactants are [H][H] (hydrogen), BrC1=C(C(=C(C(=C1Br)Cl)Br)Br)O (2,3,5,6-tetrabromo-4-chlorophenol), [H][H] (hydrogen). Reagents/catalysts: [Ni] (Raney nickel). The solvent is [OH-].[K+] (KOH), CO (methanol). The product is BrC=1C=C(C=C(C1Cl)Br)O (3,5-dibromo-4-chlorophenol). Isolated yield 61.0%. As a reaction SMILES: Br[C:2]1[C:7]([Br:8])=[C:6]([Cl:9])[C:5]([Br:10])=[C:4](Br)[C:3]=1[OH:12].[H][H]>[OH-].[K+].CO.[Ni]>[Br:8][C:7]1[CH:2]=[C:3]([OH:12])[CH:4]=[C:5]([Br:10])[C:6]=1[Cl:9] |f:2.3|. Reported procedure: 8.9 g of 2,3,5,6-tetrabromo-4-chlorophenol are dissolved in a mixture of 40 ml of 1 N methanolic KOH and 60 ml of methanol and then 4 g of Raney nickel are added to the solution. Hydrogenation is carried out with hydrogen in a shaking apparatus for 41/2 hours under normal pressure at 20° C. The uptake of hydrogen is 98% of theory. The catalyst is removed by filtration and the filtrate is concentrated. The residue is recrystallised twice from cyclohexane, affording 3.5 g of 3,5-dibromo-4-chloroph... The reactants are CC(=O)O, CC(=O)OC(C)=O, CCOC(C)=O, O=C(O)CNC(=O)c1c(O)n(C2CCCNC2)c(=O)n(C2CCCCC2)c1=O. The product is CC(=O)N1CCCC(n2c(O)c(C(=O)NCC(=O)O)c(=O)n(C3CCCCC3)c2=O)C1. RXN SMILES: [CH3:29][C:30]([OH:31])=[O:32].[CH3:33][C:34]([O:35][C:36](=[O:37])[CH3:38])=[O:39].[CH3:40][CH2:41][O:42][C:43](=[O:44])[CH3:45].[CH:1]1([n:7]2[c:8](=[O:28])[n:9]([CH:22]3[CH2:23][NH:24][CH2:25][CH2:26][CH2:27]3)[c:10]([OH:21])[c:11]([C:14](=[O:15])[NH:16][CH2:17][C:18](=[O:19])[OH:20])[c:12]2=[O:13])[CH2:2][CH2:3][CH2:4][CH2:5][CH2:6]1>>[CH:1]1([n:7]2[c:8](=[O:28])[n:9]([CH:22]3[CH2:23][N:24]([C:30]([CH3:29])=[O:31])[CH2:25][CH2:26][CH2:27]3)[c:10]([OH:21])[c:11]([C:14](=[O:15])[NH:16][CH2:17][C:18](=[O:19])[OH:20])[c:12]2=[O:13])[CH2:2][CH2:3][CH2:4][CH2:5][CH2:6]1. Reactants: CCCCOc1ccc(CNC(Cc2ccccc2)C(=O)N2CCN(Cc3ccccc3)CC2)cc1, CCN(C(C)C)C(C)C, CC(C)=C(Cl)N(C)C, ClCCl, O=C(O)C=Cc1ccc(C(F)(F)F)cc1. The product is CCCCOc1ccc(CN(C(=O)C=Cc2ccc(C(F)(F)F)cc2)C(Cc2ccccc2)C(=O)N2CCN(Cc3ccccc3)CC2)cc1. Reaction SMILES: [CH2:33]([c:34]1[cH:35][cH:36][cH:37][cH:38][cH:39]1)[N:40]1[CH2:41][CH2:42][N:43]([C:46]([CH:47]([CH2:48][c:49]2[cH:50][cH:51][cH:52][cH:53][cH:54]2)[NH:55][CH2:56][c:57]2[cH:58][cH:59][c:60]([O:63][CH2:64][CH2:65][CH2:66][CH3:67])[cH:61][cH:62]2)=[O:68])[CH2:44][CH2:45]1.[CH:24]([N:25]([CH2:26][CH3:27])[CH:28]([CH3:29])[CH3:30])([CH3:31])[CH3:32].[Cl:16][C:17]([N:18]([CH3:19])[CH3:20])=[C:21]([CH3:22])[CH3:23].[Cl:69][CH2:70][Cl:71].[F:1][C:2]([c:3]1[cH:4][cH:5][c:6]([CH:7]=[CH:8][C:9](=[O:10])[OH:11])[cH:12][cH:13]1)([F:14])[F:15]>>[F:1][C:2]([c:3]1[cH:4][cH:5][c:6]([CH:7]=[CH:8][C:9](=[O:11])[N:55]([CH:47]([C:46]([N:43]2[CH2:42][CH2:41][N:40]([CH2:33][c:34]3[cH:35][cH:36][cH:37][cH:38][cH:39]3)[CH2:45][CH2:44]2)=[O:68])[CH2:48][c:49]2[cH:50][cH:51][cH:52][cH:53][cH:54]2)[CH2:56][c:57]2[cH:58][cH:59][c:60]([O:63][CH2:64][CH2:65][CH2:66][CH3:67])[cH:61][cH:62]2)[cH:12][cH:13]1)([F:14])[F:15].